This data is from the Open Reaction Database (ORD), a public repository of structured organic reaction records. The task is: describe an organic reaction: reactants, conditions, products, and yield Starting materials: CC(NC(=O)C(NC(=O)OCc1ccccc1)C(C)C)C(=O)NC(CC(=O)OC(C)(C)C)C(O)c1nc2ccccc2o1, ClCCl. Product: CC(NC(=O)C(NC(=O)OCc1ccccc1)C(C)C)C(=O)NC(CC(=O)OC(C)(C)C)C(=O)c1nc2ccccc2o1. Reaction SMILES: [CH2:1]([c:2]1[cH:3][cH:4][cH:5][cH:6][cH:7]1)[O:8][C:9](=[O:10])[NH:11][CH:12]([CH:13]([CH3:14])[CH3:15])[C:16](=[O:17])[NH:18][CH:19]([CH3:20])[C:21](=[O:22])[NH:23][CH:24]([CH2:25][C:26](=[O:27])[O:28][C:29]([CH3:30])([CH3:31])[CH3:32])[CH:33]([OH:34])[c:35]1[o:36][c:37]2[c:38]([n:39]1)[cH:40][cH:41][cH:42][cH:43]2.[CH2:44]([Cl:45])[Cl:46]>>[CH2:1]([c:2]1[cH:3][cH:4][cH:5][cH:6][cH:7]1)[O:8][C:9](=[O:10])[NH:11][CH:12]([CH:13]([CH3:14])[CH3:15])[C:16](=[O:17])[NH:18][CH:19]([CH3:20])[C:21](=[O:22])[NH:23][CH:24]([CH2:25][C:26](=[O:27])[O:28][C:29]([CH3:30])([CH3:31])[CH3:32])[C:33](=[O:34])[c:35]1[o:36][c:37]2[c:38]([n:39]1)[cH:40][cH:41][cH:42][cH:43]2. The reactants are ice water, [H-].[Na+] (NaH), ClC1=C(C(C2=C(C=C(C=C2)Cl)F)=NO)C=CC(=C1Cl)OC (2,3-dichloro-4-methoxy-4'-chloro-2'-fluorobenzophenone oxime). Solvent: CN(C)C=O (DMF), CN(C)C=O (DMF). Reaction conditions: time 1 hour. The product is ClC1=C(C=CC=2C(=NOC21)C2=C(C=C(C=C2)Cl)F)OC (7-chloro-3-(4-chloro-2-fluorophenyl)-6-methoxy-1,2-benzisoxazole). RXN SMILES: [H-].[Na+].Cl[C:4]1[C:20]([Cl:21])=[C:19]([O:22][CH3:23])[CH:18]=[CH:17][C:5]=1[C:6](=[N:15][OH:16])[C:7]1[CH:12]=[CH:11][C:10]([Cl:13])=[CH:9][C:8]=1[F:14]>CN(C=O)C>[Cl:21][C:20]1[C:4]2[O:16][N:15]=[C:6]([C:7]3[CH:12]=[CH:11][C:10]([Cl:13])=[CH:9][C:8]=3[F:14])[C:5]=2[CH:17]=[CH:18][C:19]=1[O:22][CH3:23] |f:0.1|. Procedure details: To a mixture of 2.24 g of NaH in 100 ml DMF, 21.75 g of 2,3-dichloro-4-methoxy-4'-chloro-2'-fluorobenzophenone oxime in 100 ml of DMF is added dropwise. After addition the mixture is stirred one hour and the reaction mixture poured into ice water. A product which precipitates is filtered and dried giving a mixture of isomers which is chromatographed on silica gel with 50% hexane and 50% toluene as eluant to yield 7-chloro-3-(4-chloro-2-fluorophenyl)-6-methoxy-1,2-benzisoxazole, mp 193°-194° C. Reactants: [BH4-], CC(=O)Oc1ccc2c(c1)CCC1C2CCC2(C)C1CC1OC12, CC(=O)OC(C)=O, CCO, [Na+], O, OO, [Se]=[SeH-](c1ccccc1)c1ccccc1, c1ccncc1. Product: CC(=O)Oc1ccc2c(c1)CCC1C2CCC2(C)C(O)C=CC12. As a reaction SMILES: [BH4-:15].[C:17]([CH3:18])(=[O:19])[O:20][c:21]1[cH:22][c:23]2[c:36]([cH:37][cH:38]1)[CH:35]1[CH:26]([CH2:25][CH2:24]2)[CH:27]2[CH2:28][CH:29]3[CH:30]([C:31]2([CH3:32])[CH2:33][CH2:34]1)[O:39]3.[CH3:42][C:43]([O:44][C:45](=[O:46])[CH3:47])=[O:48].[CH3:56][CH2:57][OH:58].[Na+:16].[OH2:49].[OH:40][OH:41].[c:1]1([SeH-:2]([c:3]2[cH:4][cH:5][cH:6][cH:7][cH:8]2)=[Se:9])[cH:10][cH:11][cH:12][cH:13][cH:14]1.[cH:50]1[cH:51][cH:52][n:53][cH:54][cH:55]1>>[C:17]([CH3:18])(=[O:19])[O:20][c:21]1[cH:22][c:23]2[c:36]([cH:37][cH:38]1)[CH:35]1[CH:26]([CH2:25][CH2:24]2)[CH:27]2[CH:28]=[CH:29][CH:30]([OH:39])[C:31]2([CH3:32])[CH2:33][CH2:34]1. Reactants: O[C@@H]1C[C@H](N(C1)C(=O)OCC1=CC=CC=C1)C(=O)OCC (1-benzyl 2-ethyl (2S,4R)-4-hydroxy-1,2-pyrrolidinedicarboxylate), O1CCCC=C1 (3,4-dihydropyrane), C1(=CC=C(C=C1)S(=O)(=O)[O-])C.[NH+]1=CC=CC=C1 (pyridinium p-toluenesulfonate), saturated aqueous solution, C([O-])(O)=O.[Na+] (sodium bicarbonate). The solvent is C(Cl)Cl (methylene chloride). Yields the product O1C(CCCC1)O[C@@H]1C[C@H](N(C1)C(=O)OCC1=CC=CC=C1)C(=O)OCC (1-benzyl 2-ethyl (2S,4R)-4-(tetrahydro-2H-pyran-2-yloxy)-1,2-pyrrolidinedicarboxylate). RXN SMILES: [OH:1][C@H:2]1[CH2:6][N:5]([C:7]([O:9][CH2:10][C:11]2[CH:16]=[CH:15][CH:14]=[CH:13][CH:12]=2)=[O:8])[C@H:4]([C:17]([O:19][CH2:20][CH3:21])=[O:18])[CH2:3]1.[O:22]1[CH:27]=[CH:26][CH2:25][CH2:24][CH2:23]1.C1(C)C=CC(S([O-])(=O)=O)=CC=1.[NH+]1C=CC=CC=1.C(=O)(O)[O-].[Na+]>C(Cl)Cl>[O:22]1[CH2:27][CH2:26][CH2:25][CH2:24][CH:23]1[O:1][C@H:2]1[CH2:6][N:5]([C:7]([O:9][CH2:10][C:11]2[CH:12]=[CH:13][CH:14]=[CH:15][CH:16]=2)=[O:8])[C@H:4]([C:17]([O:19][CH2:20][CH3:21])=[O:18])[CH2:3]1 |f:2.3,4.5|. Procedure: In 59 ml of methylene chloride are dissolved 11.8 g of 1-benzyl 2-ethyl (2S,4R)-4-hydroxy-1,2-pyrrolidinedicarboxylate, 11 ml of 3,4-dihydropyrane and 2.0 g of pyridinium p-toluenesulfonate. The solution is heated under reflux for one hour. The reaction mixture is added to 50 ml of saturated aqueous solution of sodium bicarbonate, and the organic layer is separated. The organic layer is washed with water and saturated aqueous solution of sodium chloride successively and dried over anhydrous magn... Reactants: COC=1C=C(C=CC1)S(=O)(=O)Cl (3-Methoxybenzenesulfonyl chloride), ClC1=CC2=C(NC3=C2CNCC3)N=C1 (3-chloro-6,7,8,9-tetrahydro-5H-dipyrido[2,3-b;3′,4′-d]pyrrole), O (water). The solvent is N1=CC=CC=C1 (pyridine). Conditions: time 8 hour. Product: ClC1=CC2=C(NC3=C2CN(CC3)S(=O)(=O)C3=CC(=CC=C3)OC)N=C1 (3-Chloro-6-(3-methoxy-benzenesulfonyl)-6,7,8,9-tetrahydro-5H-dipyrido[2,3-b;3′,4′-d]pyrrole). Yield: 55.1%. Reaction SMILES: [CH3:1][O:2][C:3]1[CH:4]=[C:5]([S:9](Cl)(=[O:11])=[O:10])[CH:6]=[CH:7][CH:8]=1.[Cl:13][C:14]1[CH:26]=[N:25][C:17]2[NH:18][C:19]3[CH2:24][CH2:23][NH:22][CH2:21][C:20]=3[C:16]=2[CH:15]=1.O>N1C=CC=CC=1>[Cl:13][C:14]1[CH:26]=[N:25][C:17]2[NH:18][C:19]3[CH2:24][CH2:23][N:22]([S:9]([C:5]4[CH:6]=[CH:7][CH:8]=[C:3]([O:2][CH3:1])[CH:4]=4)(=[O:11])=[O:10])[CH2:21][C:20]=3[C:16]=2[CH:15]=1. Procedure: 3-Methoxybenzenesulfonyl chloride (0.04 mL, 0.26 mmol) was added to a solution of 3-chloro-6,7,8,9-tetrahydro-5H-dipyrido[2,3-b;3′,4′-d]pyrrole (50 mg, 0.24 mmol) in pyridine (2 mL), and the reaction was stirred overnight at room temperature. The reaction mixture was added to water (20 mL), and the resulting precipitate was filtered and dried under vacuum to provide 38 (50 mg, 55% yield) as a yellow solid. LC-MS (M+H=379, obsd.=379). Reactants: C1CCOC1, CCOC(=O)C1CSC(CS)C1, [Li+], [OH-], O. Product: O=C(O)C1CSC(CS)C1. As a reaction SMILES: [CH2:14]1[O:15][CH2:16][CH2:17][CH2:18]1.[CH2:1]([CH3:2])[O:3][C:4](=[O:5])[CH:6]1[CH2:7][CH:8]([CH2:11][SH:12])[S:9][CH2:10]1.[Li+:19].[OH-:20].[OH2:13]>>[O:3]=[C:4]([OH:5])[CH:6]1[CH2:7][CH:8]([CH2:11][SH:12])[S:9][CH2:10]1. Starting materials: CN(C(=O)C(F)(F)F)c1ccccc1Sc1ccccc1C#N, CCO, [Na+], [OH-]. The product is CNc1ccccc1Sc1ccccc1C#N. As a reaction SMILES: [CH3:1][N:2]([C:3](=[O:4])[C:5]([F:6])([F:7])[F:8])[c:9]1[c:10]([S:15][c:16]2[c:17]([C:18]#[N:19])[cH:20][cH:21][cH:22][cH:23]2)[cH:11][cH:12][cH:13][cH:14]1.[CH3:26][CH2:27][OH:28].[Na+:25].[OH-:24]>>[CH3:1][NH:2][c:9]1[c:10]([S:15][c:16]2[c:17]([C:18]#[N:19])[cH:20][cH:21][cH:22][cH:23]2)[cH:11][cH:12][cH:13][cH:14]1. The reactants are 11q, N[C@@H]1[C@@H](C[C@@H](CC1)N(C)C(C)C)CC(C(C)C)O (1-((1S,2S,5R)-2-amino-5-(isopropyl(methyl)amino)cyclohexyl)-3-methylbutan-2-ol), C(C)(C)N(CC)C(C)C (diisopropylethylamine), FC(C=1C=C(C(=O)NCC(=O)O)C=CC1)(F)F (2-(3-(trifluoromethyl)benzamido)acetic acid), F[B-](F)(F)F.N1(N=NC2=C1C=CC=C2)OC(=[N+](C)C)N(C)C (2-(1H-benzotriazol-1-yl)-1,1,3,3-tetramethyluronium tetrafluoroborate). The reagents and catalysts are CO (methanol). The solvent is C(C)#N (acetonitrile). Reaction conditions: time 12.5 hour. The product is O[C@H](C[C@H]1[C@H](CC[C@H](C1)N(C)C(C)C)NC(CNC(C1=CC(=CC=C1)C(F)(F)F)=O)=O)C(C)C (N-(2-((1S,2S,4R)-2-((2R)-2-hydroxy-3-methylbutyl)-4-(isopropyl(methyl)amino)cyclohexylamino)-2-oxoethyl)-3-(trifluoromethyl)benzamide), O[C@@H](C[C@H]1[C@H](CC[C@H](C1)N(C)C(C)C)NC(CNC(C1=CC(=CC=C1)C(F)(F)F)=O)=O)C(C)C (N-(2-((1S,2S,4R)-2-((2S)-2-hydroxy-3-methylbutyl)-4-(isopropyl(methyl)amino)cyclohexylamino)-2-oxoethyl)-3-(trifluoromethyl)benzamide). Reaction SMILES: [NH2:1][C@H:2]1[CH2:7][CH2:6][C@@H:5]([N:8]([CH:10]([CH3:12])[CH3:11])[CH3:9])[CH2:4][C@H:3]1[CH2:13][CH:14]([OH:18])[CH:15]([CH3:17])[CH3:16].C(N(C(C)C)CC)(C)C.[F:28][C:29]([F:44])([F:43])[C:30]1[CH:31]=[C:32]([CH:40]=[CH:41][CH:42]=1)[C:33]([NH:35][CH2:36][C:37]([OH:39])=[O:38])=[O:34].F[B-](F)(F)F.N1(OC(N(C)C)=[N+](C)C)C2C=CC=CC=2N=N1>C(#N)C.CO>[OH:18][C@@H:14]([CH:15]([CH3:17])[CH3:16])[CH2:13][C@@H:3]1[CH2:4][C@H:5]([N:8]([CH:10]([CH3:12])[CH3:11])[CH3:9])[CH2:6][CH2:7][C@@H:2]1[NH:1][C:37](=[O:38])[CH2:36][NH:35][C:33](=[O:34])[C:32]1[CH:40]=[CH:41][CH:42]=[C:30]([C:29]([F:28])([F:44])[F:43])[CH:31]=1.[OH:18][C@H:14]([CH:15]([CH3:17])[CH3:16])[CH2:13][C@@H:3]1[CH2:4][C@H:5]([N:8]([CH:10]([CH3:11])[CH3:12])[CH3:9])[CH2:6][CH2:7][C@@H:2]1[NH:1][C:37](=[O:39])[CH2:36][NH:35][C:33](=[O:34])[C:32]1[CH:40]=[CH:41][CH:42]=[C:30]([C:29]([F:28])([F:44])[F:43])[CH:31]=1 |f:3.4|. Reported procedure: Examples 11p and 11q, Step 10: To a solution of 1-((1S,2S,5R)-2-amino-5-(isopropyl(methyl)amino)cyclohexyl)-3-methylbutan-2-ol (0.38 mmoles) in 3 ml of anhydrous acetonitrile were added diisopropylethylamine (0.27 ml, 1.52 mmoles), 2-(3-(trifluoromethyl)benzamido)acetic acid (141 mg, 0.57 mmoles) and 2-(1H-benzotriazol-1-yl)-1,1,3,3-tetramethyluronium tetrafluoroborate (183 mg, 0.57 mmoles, Bachem), and the mixture was stirred for 12.5 hours at room temperature. Then several drops of methanol wa... Reactants: Cc1ccccc1, CC(C(=O)O)=C(C)C(O)=Nc1cc(C(=O)O)c(Cl)cc1F, O=S(Cl)Cl. Product: CC(C(=O)O)=C(C)C(O)=Nc1cc(C(=O)Cl)c(Cl)cc1F. RXN SMILES: [CH3:26][c:27]1[cH:28][cH:29][cH:30][cH:31][cH:32]1.[F:1][c:2]1[c:3]([N:12]=[C:13]([C:14](=[C:15]([C:16](=[O:17])[OH:18])[CH3:19])[CH3:20])[OH:21])[cH:4][c:5]([C:9](=[O:10])[OH:11])[c:6]([Cl:8])[cH:7]1.[S:22]([Cl:23])([Cl:24])=[O:25]>>[F:1][c:2]1[c:3]([N:12]=[C:13]([C:14](=[C:15]([C:16](=[O:17])[OH:18])[CH3:19])[CH3:20])[OH:21])[cH:4][c:5]([C:9](=[O:10])[Cl:24])[c:6]([Cl:8])[cH:7]1. Starting materials: [OH-].[Li+] (lithium hydroxide), C(C)(=O)OCC(COC=1C=C(C(=O)OC)C=C(C1)C(C)(C)C)(C)C (Methyl 3-(3-acetoxy-2,2-dimethylpropoxy)-5-tert-butylbenzoate), Cl (hydrochloric acid). The solvent is O (water), CO.C1CCOC1 (methanol THF). Reaction conditions: temperature 40 celsius, time 2 hour. The product is C(C)(C)(C)C=1C=C(C(=O)O)C=C(C1)OCC(CO)(C)C (3-tert-Butyl-5-(3-hydroxy-2,2-dimethylpropoxy)benzoic acid). Yield: 112.8%. As a reaction SMILES: C([O:4][CH2:5][C:6]([CH3:24])([CH3:23])[CH2:7][O:8][C:9]1[CH:10]=[C:11]([CH:16]=[C:17]([C:19]([CH3:22])([CH3:21])[CH3:20])[CH:18]=1)[C:12]([O:14]C)=[O:13])(=O)C.[OH-].[Li+].Cl>CO.C1COCC1.O>[C:19]([C:17]1[CH:16]=[C:11]([CH:10]=[C:9]([O:8][CH2:7][C:6]([CH3:24])([CH3:23])[CH2:5][OH:4])[CH:18]=1)[C:12]([OH:14])=[O:13])([CH3:22])([CH3:20])[CH3:21] |f:1.2,4.5|. Reported procedure: Methyl 3-(3-acetoxy-2,2-dimethylpropoxy)-5-tert-butylbenzoate (O5.086; 1 g) was dissolved in methanol/THF (15/30 ml), and lithium hydroxide solution (11.89 ml, 1 M in water) was added. After stirring at 40° C. for 2 h, the organic solvent was drawn off, and the residue was diluted with water and adjusted to pH 3 with 1 N hydrochloric acid. Then it was extracted with EA, and the combined organic phases were dried, filtered and concentrated. 940 mg of the title compound were obtained. LC-MS rt: 1....